From a dataset of the Open Reaction Database (ORD), a public repository of structured organic reaction records. describe an organic reaction: reactants, conditions, products, and yield Reactants: solution, [OH-].[Na+] (sodium hydroxide), C(#N)CN1CCN(CC1)C1=C(C=CC=C1)F (1-(Cyanomethyl)-4-(2-fluorophenyl)piperazine), [H-].[H-].[H-].[H-].[Li+].[Al+3] (LiAlH4). The solvent is O (Water), O (water), C(C)OCC (diethyl ether), O (water). Product: NCCN1CCN(CC1)C1=C(C=CC=C1)F (1 -(2-Aminoethyl)-4-(2-fluorophenyl)piperazine). Isolated yield 183.1%. Reaction SMILES: [C:1]([CH2:3][N:4]1[CH2:9][CH2:8][N:7]([C:10]2[CH:15]=[CH:14][CH:13]=[CH:12][C:11]=2[F:16])[CH2:6][CH2:5]1)#[N:2].[H-].[H-].[H-].[H-].[Li+].[Al+3].[OH-].[Na+]>C(OCC)C.O>[NH2:2][CH2:1][CH2:3][N:4]1[CH2:5][CH2:6][N:7]([C:10]2[CH:15]=[CH:14][CH:13]=[CH:12][C:11]=2[F:16])[CH2:8][CH2:9]1 |f:1.2.3.4.5.6,7.8|. Procedure details: 1-(Cyanomethyl)-4-(2-fluorophenyl)piperazine (9.0 g, 41.0 mmol) was added in portions to a suspension of LiAlH4 (2.34 g, 61.6 mmol) in diethyl ether (200 ml) over 1/2 hour. The mixture was heated to reflux for 5 hours. Water (3 ml) was slowly added to the mixture, followed by a 15% solution of sodium hydroxide in water (3 ml) and water (9 ml). The inorganic solids were removed by filtration, and the filtrate was dried over MgSO4. The solvent was removed in vacuo to give the product (16.76 g, 70%... Starting materials: N1C(=O)NC(=O)C1.C(C1=CC=CC=C1)OC1CCC(CC1)=O (4-Benzyloxycyclohexanone hydantoin), S(O)(O)(=O)=O (sulfuric acid). The solvent is [OH-].[Ba+2].[OH-] (barium hydroxide). Product: NC1(CCC(CC1)OCC1=CC=CC=C1)C(=O)O (1-Amino-4-benzyloxycyclohexane-1-carboxylic acid). Reaction SMILES: [NH:1]1[CH2:7][C:5](=[O:6])NC1=O.[CH2:8]([O:15][CH:16]1[CH2:21][CH2:20]C(=O)[CH2:18][CH2:17]1)[C:9]1[CH:14]=[CH:13][CH:12]=[CH:11][CH:10]=1.S(=O)(=O)(O)[OH:24]>[OH-].[Ba+2].[OH-]>[NH2:1][C:7]1([C:5]([OH:6])=[O:24])[CH2:18][CH2:17][CH:16]([O:15][CH2:8][C:9]2[CH:14]=[CH:13][CH:12]=[CH:11][CH:10]=2)[CH2:21][CH2:20]1 |f:0.1,3.4.5|. Procedure details: The hydantoin 42 is hydrolyzed by refluxing with 10 mL of a barium hydroxide solution (saturated at room temperature) for 16 h (Step 39). The solution is neutralized to pH 6 with 2N sulfuric acid and evaporated to dryness in vacuo. The residue is extracted with 50 mL of hot methanol, filtered, and washed with 50 mL of hot methanol. The methanol solutions are combined and evaporated.